This data is from the Open Reaction Database (ORD), a public repository of structured organic reaction records. The task is: describe an organic reaction: reactants, conditions, products, and yield Reactants: O1CCOCC1 (1,4-dioxane), BrC=1C=C(C(=O)OC)C=C(C1)N(S(=O)(=O)C)C (methyl 3-bromo-5-[methyl(methylsulfonyl)amino]benzoate), C([O-])([O-])=O.[Cs+].[Cs+] (cesium carbonate), Example 15, C1(=CC=CC=C1)C1CC(NC1)=O (4-phenyl-2-pyrrolidinone). The reagents and catalysts are C=1C=CC(=CC1)/C=C/C(=O)/C=C/C2=CC=CC=C2.C=1C=CC(=CC1)/C=C/C(=O)/C=C/C2=CC=CC=C2.C=1C=CC(=CC1)/C=C/C(=O)/C=C/C2=CC=CC=C2.[Pd].[Pd] (tris(dibenzylideneacetone)dipalladium(0)). Run in C(C)(=O)OCC (ethyl acetate). Run at temperature 110 celsius, time 7 hour. The product is CN(C=1C=C(C(=O)OC)C=C(C1)N1C(CC(C1)C1=CC=CC=C1)=O)S(=O)(=O)C (Methyl 3-[methyl(methylsulfonyl)amino]-5-(2-oxo-4-phenylpyrrolidin-1-yl)benzoate). Yield: 82.0%. As a reaction SMILES: Br[C:2]1[CH:3]=[C:4]([CH:9]=[C:10]([N:12]([CH3:17])[S:13]([CH3:16])(=[O:15])=[O:14])[CH:11]=1)[C:5]([O:7][CH3:8])=[O:6].[C:18]1([CH:24]2[CH2:28][NH:27][C:26](=[O:29])[CH2:25]2)[CH:23]=[CH:22][CH:21]=[CH:20][CH:19]=1.C(=O)([O-])[O-].[Cs+].[Cs+].O1CCOCC1>C(OCC)(=O)C.C1C=CC(/C=C/C(/C=C/C2C=CC=CC=2)=O)=CC=1.C1C=CC(/C=C/C(/C=C/C2C=CC=CC=2)=O)=CC=1.C1C=CC(/C=C/C(/C=C/C2C=CC=CC=2)=O)=CC=1.[Pd].[Pd]>[CH3:17][N:12]([S:13]([CH3:16])(=[O:15])=[O:14])[C:10]1[CH:9]=[C:4]([CH:3]=[C:2]([N:27]2[CH2:28][CH:24]([C:18]3[CH:19]=[CH:20][CH:21]=[CH:22][CH:23]=3)[CH2:25][C:26]2=[O:29])[CH:11]=1)[C:5]([O:7][CH3:8])=[O:6] |f:2.3.4,7.8.9.10.11|. Procedure: A mixture of methyl 3-bromo-5-[methyl(methylsulfonyl)amino]benzoate obtained in Reference Example 15 322 mg (1.0 mmol), 4-phenyl-2-pyrrolidinone 177 mg (1.1 mmol), cesium carbonate 456 mg (1.4 mmol), tris(dibenzylideneacetone)dipalladium(0) 4.6 mg (0.005 mmol), Zandphos 8.7 mg (0.015 mmol) and 1,4-dioxane (2 mL) was stirred at 110° C. under argon atmosphere for 7 hours. The reaction solution was diluted with ethyl acetate and the resulting precipitates were filtered. The solvent was evaporated a... Reactants: CN, CO, CCOC(=O)c1cn2nc(I)ccc2n1, C1CCOC1. Yields the product CNC(=O)c1cn2nc(I)ccc2n1. RXN SMILES: [CH3:21][NH2:22].[CH3:23][OH:24].[I:1][c:2]1[cH:3][cH:4][c:5]2[n:6]([n:7]1)[cH:8][c:9]([C:11]([O:13][CH2:12][CH3:14])=[O:15])[n:10]2.[O:16]1[CH2:17][CH2:18][CH2:19][CH2:20]1>>[I:1][c:2]1[cH:3][cH:4][c:5]2[n:6]([n:7]1)[cH:8][c:9]([C:11](=[O:13])[NH:22][CH3:21])[n:10]2. The reactants are CN(C)C(=O)Cl, Cc1ccccc1, CN1CCC(O)N(c2nnc(C(F)(F)F)s2)C1=O, c1ccncc1. The product is CN(C)C(=O)OC1CCN(C)C(=O)N1c1nnc(C(F)(F)F)s1. As a reaction SMILES: [CH3:19][N:20]([C:21](=[O:22])[Cl:23])[CH3:24].[CH3:31][c:32]1[cH:33][cH:34][cH:35][cH:36][cH:37]1.[F:1][C:2]([c:3]1[n:4][n:5][c:6]([N:8]2[C:9](=[O:16])[N:10]([CH3:15])[CH2:11][CH2:12][CH:13]2[OH:14])[s:7]1)([F:17])[F:18].[cH:25]1[cH:26][cH:27][n:28][cH:29][cH:30]1>>[F:1][C:2]([c:3]1[n:4][n:5][c:6]([N:8]2[C:9](=[O:16])[N:10]([CH3:15])[CH2:11][CH2:12][CH:13]2[O:14][C:21]([N:20]([CH3:19])[CH3:24])=[O:22])[s:7]1)([F:17])[F:18]. The reactants are CC(C)(C)[O-], CN(C)C=O, CCOC(=O)CCC(CCI)CCCCN(C(=O)OC(C)(C)C)S(=O)(=O)c1ccc(Cl)cc1, [K+], Oc1cccnc1. Yields the product CCOC(=O)CCC(CCCCN(C(=O)OC(C)(C)C)S(=O)(=O)c1ccc(Cl)cc1)CCOc1cccnc1. Reaction SMILES: [CH3:41][C:42]([CH3:43])([O-:44])[CH3:45].[CH3:47][N:48]([CH3:49])[CH:50]=[O:51].[Cl:1][c:2]1[cH:3][cH:4][c:5]([S:8](=[O:9])(=[O:10])[N:11]([C:12](=[O:13])[O:14][C:15]([CH3:16])([CH3:17])[CH3:18])[CH2:19][CH2:20][CH2:21][CH2:22][CH:23]([CH2:24][CH2:25][C:26](=[O:27])[O:28][CH2:29][CH3:30])[CH2:31][CH2:32][I:33])[cH:6][cH:7]1.[K+:46].[OH:34][c:35]1[cH:36][n:37][cH:38][cH:39][cH:40]1>>[Cl:1][c:2]1[cH:3][cH:4][c:5]([S:8](=[O:9])(=[O:10])[N:11]([C:12](=[O:13])[O:14][C:15]([CH3:16])([CH3:17])[CH3:18])[CH2:19][CH2:20][CH2:21][CH2:22][CH:23]([CH2:24][CH2:25][C:26](=[O:27])[O:28][CH2:29][CH3:30])[CH2:31][CH2:32][O:34][c:35]2[cH:36][n:37][cH:38][cH:39][cH:40]2)[cH:6][cH:7]1. Starting materials: CCOC(=O)C1CN(C(=O)OCc2ccccc2)CCN1C(=O)OC(C)(C)C, [Na+], C1COCCO1, [OH-]. Product: CC(C)(C)OC(=O)N1CCN(C(=O)OCc2ccccc2)CC1C(=O)O. RXN SMILES: [CH2:1]([c:2]1[cH:3][cH:4][cH:5][cH:6][cH:7]1)[O:8][C:9](=[O:10])[N:11]1[CH2:12][CH:13]([C:24](=[O:25])[O:26][CH2:27][CH3:28])[N:14]([C:17](=[O:18])[O:19][C:20]([CH3:21])([CH3:22])[CH3:23])[CH2:15][CH2:16]1.[Na+:30].[O:31]1[CH2:32][CH2:33][O:34][CH2:35][CH2:36]1.[OH-:29]>>[CH2:1]([c:2]1[cH:3][cH:4][cH:5][cH:6][cH:7]1)[O:8][C:9](=[O:10])[N:11]1[CH2:12][CH:13]([C:24](=[O:25])[OH:26])[N:14]([C:17](=[O:18])[O:19][C:20]([CH3:21])([CH3:22])[CH3:23])[CH2:15][CH2:16]1.